From a dataset of the Open Reaction Database (ORD), a public repository of structured organic reaction records. describe an organic reaction: reactants, conditions, products, and yield The reactants are NC[C@@H](CN1N=C(C=C1)[N+](=O)[O-])O ((S)-1-amino-3-(3-nitro-pyrazole-1-yl)-propan-2-ol), C(OC1=NC=CC=C1)(OC1=NC=CC=C1)=O (di-2-pyridyl carbonate). Solvent: ClCCl (dichloromethane), ClCCl (dichloromethane). Run at time 2 hour. The product is [N+](=O)([O-])C1=NN(C=C1)C[C@@H]1CNC(O1)=O ((S)-5-(3-nitro-pyrazol-1-ylmethyl)-oxazolidin-2-one). Isolated yield 48.6%. Reaction SMILES: [NH2:1][CH2:2][C@H:3]([OH:13])[CH2:4][N:5]1[CH:9]=[CH:8][C:7]([N+:10]([O-:12])=[O:11])=[N:6]1.[C:14](=O)(OC1C=CC=CN=1)[O:15]C1C=CC=CN=1>ClCCl>[N+:10]([C:7]1[CH:8]=[CH:9][N:5]([CH2:4][C@H:3]2[O:13][C:14](=[O:15])[NH:1][CH2:2]2)[N:6]=1)([O-:12])=[O:11]. Reported procedure: To a solution of (S)-1-amino-3-(3-nitro-pyrazole-1-yl)-propan-2-ol (0.65 g, 3.49 mmol) in dichloromethane (15 mL) was added di-2-pyridyl carbonate (0.76 g, 3.49 mmol). The reaction mixture was stirred at room temperature for 2 h and then diluted with dichloromethane. The organic layer was washed with a saturated sodium chloride solution and dried over magnesium sulfate. The crude product obtained after concentration, was purified by ISCO flash chromatography (Teledyne Isco RediSep Flash Column 4... Reactants: C(C1=CC=CC=C1)OC1=C2C=C(NC2=CC(=C1)C)C(=O)N(C)C (4-benzyloxy-2-dimethylaminocarbonyl-6-methyl indole). The reagents and catalysts are [Pd] (Pd/C). Solvent: CO (methanol), COCCOC (ethylene glycol dimethyl ether). Yields the product OC1=C2C=C(NC2=CC(=C1)C)C(=O)N(C)C (4-hydroxy-2-dimethylaminocarbonyl-6-methylindole). Yield: 98.0%. Reaction SMILES: C([O:8][C:9]1[CH:17]=[C:16]([CH3:18])[CH:15]=[C:14]2[C:10]=1[CH:11]=[C:12]([C:19]([N:21]([CH3:23])[CH3:22])=[O:20])[NH:13]2)C1C=CC=CC=1>CO.COCCOC.[Pd]>[OH:8][C:9]1[CH:17]=[C:16]([CH3:18])[CH:15]=[C:14]2[C:10]=1[CH:11]=[C:12]([C:19]([N:21]([CH3:22])[CH3:23])=[O:20])[NH:13]2. Reported procedure: 10.7 g of the thus prepared 4-benzyloxy-2-dimethylaminocarbonyl-6-methyl indole are suspended in a mixture of 100 ml methanol and 100 ml ethylene glycol dimethyl ether and hydrogenated after the addition of 1.0 g 10% Pd/C. The catalyst is aspirated and the filtrate is evaporated. There is obtained 7.6 g (~98% of theory) 4-hydroxy-2-dimethylaminocarbonyl-6-methylindole as a brownish solid body, which is further processed without purification. Starting materials: CN(C(=O)Cl)C (dimethylcarbamoyl chloride), CN1CCOCC1 (NMM), C(C1=CC=CC=C1)OC(=O)NCCN (2-benzyloxycarbonylaminoethylamine). The solvent is C(C)OCC (diethyl ether), C(C)OCC (diethyl ether). Run at time 4 hour. Product: C1(=CC=CC=C1)COC(=O)NCCNC(=O)N(C)C (PhCH2OCONHCH2CH2NHCONMe2). The yield is 49.6%. Reaction SMILES: [CH3:1][N:2]([CH3:6])[C:3](Cl)=[O:4].CN1CCOCC1.[CH2:14]([O:21][C:22]([NH:24][CH2:25][CH2:26][NH2:27])=[O:23])[C:15]1[CH:20]=[CH:19][CH:18]=[CH:17][CH:16]=1>C(OCC)C>[C:15]1([CH2:14][O:21][C:22]([NH:24][CH2:25][CH2:26][NH:27][C:3]([N:2]([CH3:6])[CH3:1])=[O:4])=[O:23])[CH:16]=[CH:17][CH:18]=[CH:19][CH:20]=1. Procedure details: A solution of dimethylcarbamoyl chloride (1.39 g) in diethyl ether (15 ml) was added dropwise to a stirred solution of NMM (1.57 g) and 2-benzyloxycarbonylaminoethylamine (3.02 g) in diethyl ether (110 ml). The mixture was stirred for four hours and allowed to stand for two days. After evaporation of the ether the residual solid was partitioned between 10% aqueous citric acid and ethyl acetate. The ethyl acetate extracts were washed with 10% aqueous citric acid, saturated sodium bicarbonate solu... Reactants: CCOC(=O)NN, COC(=O)c1cc(C(C)=O)c(C(F)(F)F)cc1NC(C)=O, Cc1ccccc1, Cc1ccc(S(N)(=O)=O)cc1. Product: CCOC(=O)NN=C(C)c1cc(C(=O)OC)c(NC(C)=O)cc1C(F)(F)F. RXN SMILES: [CH2:22]([CH3:23])[O:24][C:25]([NH:26][NH2:27])=[O:28].[CH3:1][O:2][C:3]([c:4]1[c:5]([NH:17][C:18]([CH3:19])=[O:20])[cH:6][c:7]([C:13]([F:14])([F:15])[F:16])[c:8]([C:10]([CH3:11])=[O:12])[cH:9]1)=[O:21].[CH3:40][c:41]1[cH:42][cH:43][cH:44][cH:45][cH:46]1.[c:29]1([CH3:30])[cH:31][cH:32][c:33]([S:34]([NH2:35])(=[O:36])=[O:37])[cH:38][cH:39]1>>[CH3:1][O:2][C:3]([c:4]1[c:5]([NH:17][C:18]([CH3:19])=[O:20])[cH:6][c:7]([C:13]([F:14])([F:15])[F:16])[c:8]([C:10]([CH3:11])=[N:27][NH:26][C:25]([O:24][CH2:22][CH3:23])=[O:28])[cH:9]1)=[O:21]. Solvent: C(C)OCC (diethyl ether). Procedure details: To a solution of 2.8 g of 3-oxocyclopentanecarboxylic acid in 20 ml of diethyl ether was added ethereal solution of diazomethane under cooled with ice until the mixture turned pale yellow, and then the reaction mixture was concentrated under reduced pressure to give about 3.1 g of 3-oxocyclopentanecarboxylic acid methyl ester as crude product. Obtained methyl ester compound was dissolved in 20 ml of methanol and after the mixture was cooled to -50° C., 820 mg of sodium borohydride was added ther... Product: COC(=O)C1CC(CC1)=O (3-oxocyclopentanecarboxylic acid methyl ester). Reaction SMILES: [O:1]=[C:2]1[CH2:6][CH2:5][CH:4]([C:7]([OH:9])=[O:8])[CH2:3]1.[N+](=[CH2:12])=[N-]>C(OCC)C>[CH3:12][O:8][C:7]([CH:4]1[CH2:5][CH2:6][C:2](=[O:1])[CH2:3]1)=[O:9]. The reactants are O=C1CC(CC1)C(=O)O (3-oxocyclopentanecarboxylic acid), [N+](=[N-])=C (diazomethane). The reactants are C1CCOC1, COCc1cccc(C(=O)N(C)OC)c1, Cn1cnnn1, CC(C)[Mg+], [Cl-], Cl, O. Yields the product COCc1cccc(C(=O)c2nnnn2C)c1. Reaction SMILES: [CH2:28]1[O:29][CH2:30][CH2:31][CH2:32]1.[CH3:12][O:13][N:14]([C:15]([c:16]1[cH:17][c:18]([CH2:22][O:23][CH3:24])[cH:19][cH:20][cH:21]1)=[O:25])[CH3:26].[CH3:1][n:2]1[n:3][n:4][n:5][cH:6]1.[CH:8]([Mg+:9])([CH3:10])[CH3:11].[Cl-:7].[ClH:27].[OH2:33]>>[CH3:1][n:2]1[n:3][n:4][n:5][c:6]1[C:15]([c:16]1[cH:17][c:18]([CH2:22][O:23][CH3:24])[cH:19][cH:20][cH:21]1)=[O:25]. The reactants are B, O=C(O)CC1OC(=O)c2ccccc21, C1CCOC1, CSC. Product: O=C1OC(CCO)c2ccccc21. As a reaction SMILES: [BH3:18].[C:1]1(=[O:2])[O:3][CH:4]([CH2:11][C:12](=[O:13])[OH:14])[c:5]2[cH:6][cH:7][cH:8][cH:9][c:10]21.[CH2:19]1[O:20][CH2:21][CH2:22][CH2:23]1.[CH3:15][S:16][CH3:17]>>[C:1]1(=[O:2])[O:3][CH:4]([CH2:11][CH2:12][OH:13])[c:5]2[cH:6][cH:7][cH:8][cH:9][c:10]21. Reactants: CC(=O)O, O=C(O)C=CC(=O)c1c(-c2ccccc2)nn2ccccc12, [Zn]. Yields the product O=C(O)CCC(=O)c1c(-c2ccccc2)nn2ccccc12. Reaction SMILES: [CH3:24][C:25](=[O:26])[OH:27].[O:1]=[C:2]([CH:3]=[CH:4][C:5](=[O:6])[OH:7])[c:8]1[c:9](-[c:17]2[cH:18][cH:19][cH:20][cH:21][cH:22]2)[n:10][n:11]2[c:12]1[cH:13][cH:14][cH:15][cH:16]2.[Zn:23]>>[O:1]=[C:2]([CH2:3][CH2:4][C:5](=[O:6])[OH:7])[c:8]1[c:9](-[c:17]2[cH:18][cH:19][cH:20][cH:21][cH:22]2)[n:10][n:11]2[c:12]1[cH:13][cH:14][cH:15][cH:16]2.